From a dataset of the Open Reaction Database (ORD), a public repository of structured organic reaction records. describe an organic reaction: reactants, conditions, products, and yield Reactants: COC1=C(C(=CC=C1)N)N (3-methoxy-benzene-1,2-diamine), C(=O)(O)[O-].[Na+] (NaHCO3), C(C1=CC=CC=C1)OC(=O)N(CCCC(=O)O)C (4-(benzyloxycarbonyl-methyl-amino)-butyric acid), CCN(C(C)C)C(C)C (DIPEA), C=1C=CC2=C(C1)N=NN2O (HOBt). The solvent is C1CCOC1 (THF), C(CCl)Cl (EDC). Reaction conditions: time 3 hour. Yields the product C(C1=CC=CC=C1)OC(N(C)CCCC(NC1=C(C(=CC=C1)OC)N)=O)=O ([3-(2-Amino-3-methoxy-phenylcarbamoyl)-propyl]-methyl-carbamic acid benzyl ester). Reaction SMILES: [CH2:1]([O:8][C:9]([N:11]([CH3:18])[CH2:12][CH2:13][CH2:14][C:15]([OH:17])=O)=[O:10])[C:2]1[CH:7]=[CH:6][CH:5]=[CH:4][CH:3]=1.CCN(C(C)C)C(C)C.C1C=CC2N(O)N=NC=2C=1.[CH3:38][O:39][C:40]1[CH:45]=[CH:44][CH:43]=[C:42]([NH2:46])[C:41]=1[NH2:47].C([O-])(O)=O.[Na+]>C1COCC1.C(Cl)CCl>[CH2:1]([O:8][C:9](=[O:10])[N:11]([CH2:12][CH2:13][CH2:14][C:15](=[O:17])[NH:46][C:42]1[CH:43]=[CH:44][CH:45]=[C:40]([O:39][CH3:38])[C:41]=1[NH2:47])[CH3:18])[C:2]1[CH:3]=[CH:4][CH:5]=[CH:6][CH:7]=1 |f:4.5|. Reported procedure: To a solution of 1.40 g 4-(benzyloxycarbonyl-methyl-amino)-butyric acid (obtained from 4-(methylamino)butyric acid and benzylchloroformate) in 25 mL THF were added 2.9 mL of DIPEA, 0.97 g of HOBt and 1.38 g EDC. After stirring for 5 min 0.80 g of 3-methoxy-benzene-1,2-diamine were added and the mixture was stirred for 3 h at rt. Sat. aq. NaHCO3 solution was added, the phases were separated and the organic phase was washed with brine. The combined organic phases were dried over MgSO4, and concent... The reactants are C(C1=CC=CC=C1)N1CCC(CC1)N1S(NC2=C(C1)C=CC=C2)(=O)=O (1-benzyl-4-(3,4-dihydro-2,2-dioxo-1H-2,1,3-benzothiadiazin-3-yl)-piperidine), [H][H] (hydrogen), Cl (hydrochloric acid), O (water). Reagents/catalysts: [C].[Pd] (palladium carbon). Solvent: CO (methanol). Reaction conditions: temperature 40 celsius. Yields the product O=S1(NC2=C(CN1C1CCNCC1)C=CC=C2)=O (4-(3,4-Dihydro-2,2-dioxo-1H-2,1,3-benzothiadiazin-3-yl)-piperidine). Yield: 93.6%. RXN SMILES: C([N:8]1[CH2:13][CH2:12][CH:11]([N:14]2[CH2:19][C:18]3[CH:20]=[CH:21][CH:22]=[CH:23][C:17]=3[NH:16][S:15]2(=[O:25])=[O:24])[CH2:10][CH2:9]1)C1C=CC=CC=1.Cl.O.[H][H]>[C].[Pd].CO>[O:25]=[S:15]1(=[O:24])[N:14]([CH:11]2[CH2:10][CH2:9][NH:8][CH2:13][CH2:12]2)[CH2:19][C:18]2[CH:20]=[CH:21][CH:22]=[CH:23][C:17]=2[NH:16]1 |f:4.5|. Procedure details: In this reference example, 7.14 g (20 m.mols) of 1-benzyl-4-(3,4-dihydro-2,2-dioxo-1H-2,1,3-benzothiadiazin-3-yl)-piperidine, 2 g of 10% palladium carbon, 20 ml of 1 N hydrochloric acid, 60 ml of water and 120 ml of methanol are mixed. While the mixture is stirred at 40° C., hydrogen gas is blown into the mixture at 40° C. for 20 hours. The reaction mixture is filtered to remove palladium carbon. The filtrate is concentrated to dryness to obtain 5.0 g of the desired product. Starting materials: [Na] (Sodium), NC1=NC(=CC(=N1)Cl)C (2-amino-4-chloro-6-methylpyrimidine), SCC(=O)OCC (Ethyl mercaptoacetate), resultant mixture. The solvent is CCO (EtOH). Product: NC1=NC(=CC(=N1)SCC(=O)OCC)C (Ethyl 2-[(2-amino-6-methylpyrimidin-4-yl)thio]acetate). Reaction SMILES: [Na].[SH:2][CH2:3][C:4]([O:6][CH2:7][CH3:8])=[O:5].[NH2:9][C:10]1[N:15]=[C:14](Cl)[CH:13]=[C:12]([CH3:17])[N:11]=1>CCO>[NH2:9][C:10]1[N:15]=[C:14]([S:2][CH2:3][C:4]([O:6][CH2:7][CH3:8])=[O:5])[CH:13]=[C:12]([CH3:17])[N:11]=1 |^1:0|. Procedure: Sodium (4.6 g, 0.2 mol) was dissolved in 1 l. abs. EtOH. Ethyl mercaptoacetate (24 g, 0.2 mol) was added and the resultant mixture was stirred 1 hr. at room temperature. The 2-amino-4-chloro-6-methylpyrimidine (0.2 mol) was added and the mixture was heated at reflux for 18 hrs. The reaction mixture was evaporated to a syrupy residue which was portitioned between CHCl3 (1.5 l.) and H2O (100 ml). The CHCl3 phase was dried (MgSO4) and evaporated to give the crude product as an oil, 40.6 g (91%). Th... Reactants: [N+](=O)([O-])C1=CC=C2CCCC(C2=C1)O (7-nitro-1,2,3,4-tetrahydro-1-naphthalenol), C1(=CC=C(C=C1)S(=O)(=O)O)C (p-toluene sulfonic acid). Solvent: C1(=CC=CC=C1)C (toluene). Run at temperature 130 celsius, time 2 hour. Yields the product [N+](=O)([O-])C1=CC=C2C=CCCC2=C1 (1,2-dihydro-7-nitro-naphthalene). Yield: 75.8%. Reaction SMILES: [N+:1]([C:4]1[CH:13]=[C:12]2[C:7]([CH2:8][CH2:9][CH2:10][CH:11]2O)=[CH:6][CH:5]=1)([O-:3])=[O:2].C1(C)C=CC(S(O)(=O)=O)=CC=1>C1(C)C=CC=CC=1>[N+:1]([C:4]1[CH:13]=[C:12]2[C:7]([CH:8]=[CH:9][CH2:10][CH2:11]2)=[CH:6][CH:5]=1)([O-:3])=[O:2]. Procedure details: 4 g of 7-nitro-1,2,3,4-tetrahydro-1-naphthalenol [J. Pharm. Soc., Jan, Vol. 64, (1944), p. 153], 53 ml of toluene and 180 mg of p-toluene sulfonic acid were mixed together and then stirred for 2 hours at 130° C. while distilling off ≃ 20 ml of solvent. Then, at 20° C. 50 ml of water were added and extraction was done with ethyl acetate. The extracts were washed with a saturated aqueous solution of sodium bicarbonate, and with a saturated aqueous solution of sodium chloride, dried and concentrate...